This data is from the Open Reaction Database (ORD), a public repository of structured organic reaction records. The task is: describe an organic reaction: reactants, conditions, products, and yield The reactants are OC1=C(C=CC2=CC=CC=C12)C(CS(=O)C)=O (1'-hydroxy-2-(methylsulfinyl)-2'-acetonaphthone), C(=O)C1C(C1)C(=O)OCC (ethyl 2-formyl-1-cyclopropane carboxylate), N1CCCCC1 (piperidine). Run in C1(=CC=CC=C1)C (toluene). Yields the product O=C1C2=C(OC(=C1)C1C(C1)C(=O)OCC)C1=CC=CC=C1C=C2 (Ethyl 2-(4-oxo-4H-naphtho[1,2-b]pyran-2-yl)cyclopropane carboxylate). As a reaction SMILES: [OH:1][C:2]1[C:11]2[C:6](=[CH:7][CH:8]=[CH:9][CH:10]=2)[CH:5]=[CH:4][C:3]=1[C:12](=[O:17])[CH2:13]S(C)=O.[CH:18]([CH:20]1[CH2:22][CH:21]1[C:23]([O:25][CH2:26][CH3:27])=[O:24])=O.N1CCCCC1>C1(C)C=CC=CC=1>[O:17]=[C:12]1[CH:13]=[C:18]([CH:20]2[CH2:22][CH:21]2[C:23]([O:25][CH2:26][CH3:27])=[O:24])[O:1][C:2]2[C:11]3[C:6]([CH:5]=[CH:4][C:3]1=2)=[CH:7][CH:8]=[CH:9][CH:10]=3. Procedure details: A mixture of 12.4g of 1'-hydroxy-2-(methylsulfinyl)-2'-acetonaphthone, 7.1g of ethyl 2-formyl-1-cyclopropane carboxylate, 250ml of toluene and 0.5ml of piperidine was refluxed for 8 hrs. The toluene was then removed under reduced pressure, and the oily residue was recrystallized from Skelly B with the aid of charcoal, mp. 106°-07.5°; yield 6.5g (42%); λ max mμ (ε) 219 (50,000), 259 (36,800), 327 (3,990), 341 (4,100); ν max 760 (m), 825 (ms), 1195 (s), 1640 (s), 1650 (s), 1730 (s) cm-1. The reactants are COC=1C=C(C=CC1OCOCCOC)C=CC(=O)NCCCOC(C1=CC=CC=C1)C1=CC=CC=C1 (3-[3-[3-methoxy-4-(β-methoxyethoxymethoxy) phenyl]-2-propenoyl]aminopropyl benzhydryl ether), O.C1(=CC=C(C=C1)S(=O)(=O)O)C (p-toluenesulfonic acid monohydrate), C(O)([O-])=O.[Na+] (sodium hydrogencarbonate). Run in CO (methanol). Product: C(C1=CC=CC=C1)(C1=CC=CC=C1)OCCCNC(C=CC1=CC(=C(C=C1)O)OC)=O (3-[3-[3-methoxy-4-hydroxyphenyl)-2-propenoyl]aminopropyl benzhydryl ether). The yield is 73.3%. Reaction SMILES: [CH3:1][O:2][C:3]1[CH:4]=[C:5]([CH:16]=[CH:17][C:18]([NH:20][CH2:21][CH2:22][CH2:23][O:24][CH:25]([C:32]2[CH:37]=[CH:36][CH:35]=[CH:34][CH:33]=2)[C:26]2[CH:31]=[CH:30][CH:29]=[CH:28][CH:27]=2)=[O:19])[CH:6]=[CH:7][C:8]=1[O:9]COCCOC.O.C1(C)C=CC(S(O)(=O)=O)=CC=1.C(=O)([O-])O.[Na+]>CO>[CH:25]([O:24][CH2:23][CH2:22][CH2:21][NH:20][C:18](=[O:19])[CH:17]=[CH:16][C:5]1[CH:6]=[CH:7][C:8]([OH:9])=[C:3]([O:2][CH3:1])[CH:4]=1)([C:26]1[CH:27]=[CH:28][CH:29]=[CH:30][CH:31]=1)[C:32]1[CH:33]=[CH:34][CH:35]=[CH:36][CH:37]=1 |f:1.2,3.4|. Procedure details: To a solution of 378 mg (0.75 mmol) of the amide compound in methanol (10 ml) was added 19 mg (0.1 mmol) of p-toluenesulfonic acid monohydrate, and the mixture was heated and refluxed for 1 hour. A saturated aqueous solution of sodium hydrogencarbonate was added to the reaction mixture, which .was extracted with ethyl acetate, and the organic layer was concentrated by evaporation under reduced pressure. The residue was subjected to silica gel column chromatography, eluted with chloroform - metha...